This data is from the Open Reaction Database (ORD), a public repository of structured organic reaction records. The task is: describe an organic reaction: reactants, conditions, products, and yield The reactants are BrC1=C(C=CC=C1)CC (1-bromo-2-ethyl benzene), [Mg] (magnesium), C(C=C)I (allyl iodide). The solvent is C1CCOC1 (THF). Run at temperature 50 celsius, time 1 hour. The product is C(C=C)C1=C(C=CC=C1)CC (1-allyl-2-ethylbenzene). As a reaction SMILES: [Mg].Br[C:3]1[CH:8]=[CH:7][CH:6]=[CH:5][C:4]=1[CH2:9][CH3:10].[CH2:11](I)[CH:12]=[CH2:13]>C1COCC1>[CH2:13]([C:3]1[CH:8]=[CH:7][CH:6]=[CH:5][C:4]=1[CH2:9][CH3:10])[CH:12]=[CH2:11]. Procedure details: To a suspension of 8.53 g (350 mmol) of magnesium in 270 mL of dry THF was added 50 g (270 mmol) of 1-bromo-2-ethyl benzene. The temperature was maintained at 50° C. during addition, then was heated under reflux. After 1 h, the solution was cooled to -78° C. under N2, and 54.42 g (324 mmol) of allyl iodide was added dropwise. The mixture was allowed to warm to room temperature, stirred for an additional 2 h, then cooled to 0° C. The reaction was quenched by addition of 2M HCl and 500 mL of ether... The product is C=CCOC(=O)c1cccc(COCC(C#N)NC(=O)C(Cc2cccc(C)c2)Nc2ccc(F)cc2)c1. Reactants: C=CCOC(=O)c1cccc(COCC(C#N)NC(=O)C(N)Cc2cccc(C)c2)c1, CC(=O)[O-], ClCCl, OB(O)c1ccc(F)cc1, c1ccncc1. As a reaction SMILES: [CH2:1]([CH:2]=[CH2:3])[O:4][C:5](=[O:6])[c:7]1[cH:8][c:9]([CH2:10][O:11][CH2:12][CH:13]([C:14]#[N:15])[NH:16][C:17]([CH:18]([NH2:19])[CH2:20][c:21]2[cH:22][c:23]([CH3:27])[cH:24][cH:25][cH:26]2)=[O:28])[cH:29][cH:30][cH:31]1.[CH3:42][C:43](=[O:44])[O-:45].[Cl:52][CH2:53][Cl:54].[OH:32][B:33]([OH:34])[c:35]1[cH:36][cH:37][c:38]([F:39])[cH:40][cH:41]1.[cH:46]1[cH:47][cH:48][n:49][cH:50][cH:51]1>>[CH2:1]([CH:2]=[CH2:3])[O:4][C:5](=[O:6])[c:7]1[cH:8][c:9]([CH2:10][O:11][CH2:12][CH:13]([C:14]#[N:15])[NH:16][C:17]([CH:18]([NH:19][c:35]2[cH:36][cH:37][c:38]([F:39])[cH:40][cH:41]2)[CH2:20][c:21]2[cH:22][c:23]([CH3:27])[cH:24][cH:25][cH:26]2)=[O:28])[cH:29][cH:30][cH:31]1. Starting materials: CSc1ncc(Cl)cn1, ClCCl, O=S(=O)(Cl)Cl. The product is ClCSc1ncc(Cl)cn1. RXN SMILES: [CH3:1][S:2][c:3]1[n:4][cH:5][c:6]([Cl:9])[cH:7][n:8]1.[Cl:15][CH2:16][Cl:17].[S:10]([Cl:11])(=[O:12])([Cl:13])=[O:14]>>[CH2:1]([S:2][c:3]1[n:4][cH:5][c:6]([Cl:9])[cH:7][n:8]1)[Cl:13]. Reactants: O=C1CCOc2cc(Br)ccc21, CS(=O)(=O)O, ClCCl, [N-]=[N+]=[N-], [Na+], [Na+], [OH-], O. The product is O=C1NCCOc2cc(Br)ccc21. RXN SMILES: [Br:1][c:2]1[cH:3][cH:4][c:5]2[c:10]([cH:11]1)[O:9][CH2:8][CH2:7][C:6]2=[O:12].[CH3:13][S:14](=[O:15])(=[O:16])[OH:17].[Cl:24][CH2:25][Cl:26].[N-:18]=[N+:19]=[N-:20].[Na+:21].[Na+:23].[OH-:22].[OH2:27]>>[Br:1][c:2]1[cH:3][cH:4][c:5]2[c:10]([cH:11]1)[O:9][CH2:8][CH2:7][NH:18][C:6]2=[O:12]. Reactants: C(C)C=1SC(=C(C1CCl)CC)C (2,4-diethyl-5-methyl-3-chloromethylthiophene), C1(=CC=CC=C1)P(C1=CC=CC=C1)C1=CC=CC=C1 (triphenylphosphine). Run in C1(=CC=CC=C1)C (toluene). Reaction conditions: temperature 115 celsius. The product is [Cl-].C(C)C1=C(C(=C(S1)C)CC)C[P+](C1=CC=CC=C1)(C1=CC=CC=C1)C1=CC=CC=C1 ((2,4-diethyl-5-methyl-3-thenyl)triphenylphosphonium chloride). As a reaction SMILES: [CH2:1]([C:3]1[S:4][C:5]([CH3:12])=[C:6]([CH2:10][CH3:11])[C:7]=1[CH2:8][Cl:9])[CH3:2].[C:13]1([P:19]([C:26]2[CH:31]=[CH:30][CH:29]=[CH:28][CH:27]=2)[C:20]2[CH:25]=[CH:24][CH:23]=[CH:22][CH:21]=2)[CH:18]=[CH:17][CH:16]=[CH:15][CH:14]=1>C1(C)C=CC=CC=1>[Cl-:9].[CH2:1]([C:3]1[S:4][C:5]([CH3:12])=[C:6]([CH2:10][CH3:11])[C:7]=1[CH2:8][P+:19]([C:20]1[CH:21]=[CH:22][CH:23]=[CH:24][CH:25]=1)([C:26]1[CH:31]=[CH:30][CH:29]=[CH:28][CH:27]=1)[C:13]1[CH:14]=[CH:15][CH:16]=[CH:17][CH:18]=1)[CH3:2] |f:3.4|. Procedure details: 19.7 G. of 2,4-diethyl-5-methyl-3-chloromethylthiophene and 39.5 g. of triphenylphosphine were dissolved in 400 ml. of toluene. The resulting solution was heated at 115° C. overnight under argon and then cooled to room temperature. The white phosphonium salt which precipitated was collected by filtration, washed with toluene and dried at 100° C. under high vacuum to yield (2,4-diethyl-5-methyl-3-thenyl)triphenylphosphonium chloride, m.p. 192°-194° C. The reactants are NCC[C@@H](C(=O)O)NC(=O)OC(C)(C)C ((S)-4-amino-2-tert-butyloxycarbonylaminobutyric acid), (S)-Boc-serine-β-lactone. Solvent: C(C)#N (acetonitrile), C(C)#N (acetonitrile). Yields the product C(C)(C)(C)OC(=O)N[C@H](C(=O)O)CNCC[C@@H](C(=O)O)NC(=O)OC(C)(C)C ((S,S)-2,7-Bis(tert-butyloxycarbonylamino)-4-azaoctanedioic acid). Reaction SMILES: [NH2:1][CH2:2][CH2:3][C@H:4]([NH:8][C:9]([O:11][C:12]([CH3:15])([CH3:14])[CH3:13])=[O:10])[C:5]([OH:7])=[O:6]>C(#N)C>[C:12]([O:11][C:9]([NH:8][C@@H:4]([CH2:3][NH:1][CH2:2][CH2:3][C@H:4]([NH:8][C:9]([O:11][C:12]([CH3:15])([CH3:14])[CH3:13])=[O:10])[C:5]([OH:7])=[O:6])[C:5]([OH:7])=[O:6])=[O:10])([CH3:15])([CH3:13])[CH3:14]. Reported procedure: A solution of (S)-4-amino-2-tert-butyloxycarbonylaminobutyric acid (1.03 g, 4.70 mmol) in acetonitrile (50 ml) was added to a solution of (S)-Boc-serine-β-lactone (0.80 g, 4.27 mmol) in acetonitrile (50 ml) and degassed H2O (50 ml). The pH was maintained at 5.5 by dropwise addition of 1M NaHCO3 with stirring. The mixture was stirred for 5 days at ambient temperature. The pH was controlled by NaHCO3 addition and the reaction monitored by TLC. The solvents were distilled off, the residue triturate... The reactants are Cc1ccc2c(c1)nc(C)n2C1CCN(CC2Cc3ccc(NC(=O)C(C)C)cc3C2)CC1O, CS(=O)(=O)Cl, CCN(C(C)C)C(C)C, ClCCl, O=C(O)C(F)(F)F, [Na+], O=C([O-])O. The product is Cc1ccc2c(c1)nc(C)n2C1CCN(CC2Cc3ccc(NC(=O)C(C)C)cc3C2)CC1OS(C)(=O)=O. RXN SMILES: [CH3:1][c:2]1[n:3][c:4]2[c:5]([n:6]1[CH:7]1[CH:8]([OH:29])[CH2:9][N:10]([CH2:13][CH:14]3[CH2:15][c:16]4[cH:17][cH:18][c:19]([NH:23][C:24]([CH:25]([CH3:26])[CH3:27])=[O:28])[cH:20][c:21]4[CH2:22]3)[CH2:11][CH2:12]1)[cH:30][cH:31][c:32]([CH3:34])[cH:33]2.[CH3:51][S:52]([Cl:53])(=[O:54])=[O:55].[CH:42]([N:43]([CH:44]([CH3:45])[CH3:46])[CH2:47][CH3:48])([CH3:49])[CH3:50].[Cl:61][CH2:62][Cl:63].[F:35][C:36]([F:37])([F:38])[C:39]([OH:40])=[O:41].[Na+:60].[O-:56][C:57]([OH:58])=[O:59]>>[CH3:1][c:2]1[n:3][c:4]2[c:5]([n:6]1[CH:7]1[CH:8]([O:29][S:52]([CH3:51])(=[O:54])=[O:55])[CH2:9][N:10]([CH2:13][CH:14]3[CH2:15][c:16]4[cH:17][cH:18][c:19]([NH:23][C:24]([CH:25]([CH3:26])[CH3:27])=[O:28])[cH:20][c:21]4[CH2:22]3)[CH2:11][CH2:12]1)[cH:30][cH:31][c:32]([CH3:34])[cH:33]2. Starting materials: OCCC1=CC=C(C=C1)OC(N(C1=CC=CC=C1)C)=O (methyl-phenyl-carbamic acid 4-(2-hydroxy-ethyl)-phenyl ester), OC1=NC=CC=N1 (2-hydroxypyrimidine). The product is N1=C(N=CC=C1)OCCC1=CC=C(C=C1)OC(N(C1=CC=CC=C1)C)=O (Methyl-phenyl-carbamic acid 4-[2-(pyrimidin-2-yloxy)-ethyl]-phenyl ester). Yield: 24.0%. As a reaction SMILES: [OH:1][CH2:2][CH2:3][C:4]1[CH:9]=[CH:8][C:7]([O:10][C:11](=[O:20])[N:12]([CH3:19])[C:13]2[CH:18]=[CH:17][CH:16]=[CH:15][CH:14]=2)=[CH:6][CH:5]=1.O[C:22]1[N:27]=[CH:26][CH:25]=[CH:24][N:23]=1>>[N:23]1[CH:24]=[CH:25][CH:26]=[N:27][C:22]=1[O:1][CH2:2][CH2:3][C:4]1[CH:5]=[CH:6][C:7]([O:10][C:11](=[O:20])[N:12]([CH3:19])[C:13]2[CH:14]=[CH:15][CH:16]=[CH:17][CH:18]=2)=[CH:8][CH:9]=1. Procedure: The title compound was prepared in 24% yield as light yellow crystals using methyl-phenyl-carbamic acid 4-(2-hydroxy-ethyl)-phenyl ester and 2-hydroxypyrimidine. NMR (400 MHz; CDCl3): δ 3.11 (t, 2H), 3.42 (br s, 3H), 4.54 (t, 2H), 6.93 (t, 1H), 7.05 (d, 2H), 7.25-7.42 (m, 7H), 8.51 (d, 2H); HPLC-MS: m/z=350.2 (M+1); Rt=2.86 min. Reactants: O=C(Cl)c1cccc([N+](=O)[O-])c1, c1ccncc1, Oc1n[nH]c2ccccc12. Yields the product O=C(c1cccc([N+](=O)[O-])c1)n1nc(O)c2ccccc21. Reaction SMILES: [N+:11](=[O:12])([O-:13])[c:14]1[cH:15][c:16]([C:17](=[O:18])[Cl:19])[cH:20][cH:21][cH:22]1.[cH:23]1[cH:24][cH:25][n:26][cH:27][cH:28]1.[nH:1]1[n:2][c:3]([OH:10])[c:4]2[cH:5][cH:6][cH:7][cH:8][c:9]12>>[n:1]1([C:17]([c:16]2[cH:15][c:14]([N+:11](=[O:12])[O-:13])[cH:22][cH:21][cH:20]2)=[O:18])[n:2][c:3]([OH:10])[c:4]2[cH:5][cH:6][cH:7][cH:8][c:9]12. Reactants: FC=1C(=CC(=C(C1)C(C)=O)O)C (1-(5-fluoro-2-hydroxy-4-methylphenyl)ethanone), C(C)(=O)O (acetic acid), BrN1C(CCC1=O)=O (N-bromosuccinimide). Reaction conditions: time 18 hour. The product is BrC=1C(=C(C=C(C1C)F)C(C)=O)O (1-(3-Bromo-5-fluoro-2-hydroxy-4-methylphenyl)ethanone). Yield: 71.6%. Reaction SMILES: [F:1][C:2]1[C:3]([CH3:12])=[CH:4][C:5]([OH:11])=[C:6]([C:8](=[O:10])[CH3:9])[CH:7]=1.C(O)(=O)C.[Br:17]N1C(=O)CCC1=O>>[Br:17][C:4]1[C:5]([OH:11])=[C:6]([C:8](=[O:10])[CH3:9])[CH:7]=[C:2]([F:1])[C:3]=1[CH3:12]. Procedure: To a solution of 1-(5-fluoro-2-hydroxy-4-methylphenyl)ethanone (2.2 g, 13 mmol) and acetic acid (20 mL, 400 mmol) was added N-bromosuccinimide (2.8 g, 16 mmol). The resulting mixture was stirred at room temperature for 18 hours. The reaction mixture was then concentrated in vacuo, neutralized with saturated sodium bicarbonate and extracted with ethyl acetate. The combined organic layers were washed with brine, dried over sodium sulfate, filtered and concentrated to dryness under reduced pressure...